Dataset: the Open Reaction Database (ORD), a public repository of structured organic reaction records. Task: describe an organic reaction: reactants, conditions, products, and yield Reactants: C(CCC)N (butylamine), ClC=1C=C(C=C(C1OC1=NN(C(C(=C1)C(C)C)=O)C)Cl)N1C(C2=CC=CC=C2C1=O)=O (2-[3,5-Dichloro-4-(5-isopropyl-1-methyl-6-oxo-1,6-dihydro-pyridazin-3-yloxy)-phenyl]-isoindole-1,3-dione), O (water). The solvent is CO (methanol). The product is NC1=CC(=C(OC=2C=C(C(N(N2)C)=O)C(C)C)C(=C1)Cl)Cl (6-(4-Amino-2,6-dichloro-phenoxy)-4-isopropyl-2-methyl-2H-pyridazin-3-one). Yield: 74.5%. RXN SMILES: [Cl:1][C:2]1[CH:3]=[C:4]([N:21]2C(=O)C3C(=CC=CC=3)C2=O)[CH:5]=[C:6]([Cl:20])[C:7]=1[O:8][C:9]1[CH:14]=[C:13]([CH:15]([CH3:17])[CH3:16])[C:12](=[O:18])[N:11]([CH3:19])[N:10]=1.C(N)CCC.O>CO>[NH2:21][C:4]1[CH:5]=[C:6]([Cl:20])[C:7]([O:8][C:9]2[CH:14]=[C:13]([CH:15]([CH3:16])[CH3:17])[C:12](=[O:18])[N:11]([CH3:19])[N:10]=2)=[C:2]([Cl:1])[CH:3]=1. Procedure details: A mixture of 2-[3,5-dichloro-4-(5-isopropyl-1-methyl-6-oxo-1,6-dihydro-pyridazin-3-yloxy)-phenyl]-isoindole-1,3-dione (66) (64 g, 139.6 mmol) in methanol (500 mL) was treated with butylamine (34.67 mL, 349 mmol). The mixture was heated to reflux for 1.5 h. At this time, the reaction was cooled to room temperature and treated dropwise with water (384 mL). The resulting solids were collected by filtration, washed with a 1:1 solution of methanol/water (180 mL) followed by water (250 mL) and dried u... The reactants are Cl (hydrochloric acid), N1=CC=CC=C1 (pyridine), ClC=1C=C(C=CC1)CCCO (3-(3-chlorophenyl)propan-1-ol), C1(=CC=C(C=C1)S(=O)(=O)Cl)C (p-toluenesulfonic acid chloride). The solvent is O (water), C(Cl)(Cl)Cl (chloroform). Reaction conditions: time 3 hour. Yields the product ClC=1C=C(C=CC1)CCCOS(=O)(=O)C1=CC=C(C=C1)C (p-Toluenesulfonic acid [3-(3-chlorophenyl)propyl] ester). Reaction SMILES: N1C=CC=CC=1.[Cl:7][C:8]1[CH:9]=[C:10]([CH2:14][CH2:15][CH2:16][OH:17])[CH:11]=[CH:12][CH:13]=1.[C:18]1([CH3:28])[CH:23]=[CH:22][C:21]([S:24](Cl)(=[O:26])=[O:25])=[CH:20][CH:19]=1.Cl>C(Cl)(Cl)Cl.O>[Cl:7][C:8]1[CH:9]=[C:10]([CH2:14][CH2:15][CH2:16][O:17][S:24]([C:21]2[CH:22]=[CH:23][C:18]([CH3:28])=[CH:19][CH:20]=2)(=[O:26])=[O:25])[CH:11]=[CH:12][CH:13]=1. Reported procedure: 86 ml of pyridine are added dropwise to 90 g of 3-(3-chlorophenyl)propan-1-ol and 124 g of p-toluenesulfonic acid chloride in 300 ml of chloroform at 0° C. When the addition is complete, the mixture is stirred at room temperature for 3 hours, and the solution is poured into a mixture of 400 ml of water and 120 ml of concentrated hydrochloric acid. The organic phase is separated off, washed 3 times with water, dried over sodium sulfate and concentrated to a viscous oil in vacuo. Starting materials: [F-].[K+] (KF), C1COCCOCCN2CCOCCOCCN1CCOCCOCC2 (kryptofix 222), CS(=O)(=O)OCC1=CC=C(C=C1)C=O ((4-formylphenyl)methyl methanesulfonate). The solvent is C(C)#N (acetonitrile), C(C)#N (acetonitrile). Conditions: time 10 minute. Yields the product FCC1=CC=C(C=O)C=C1 (4-fluoromethylbenzaldehyde). RXN SMILES: [F-:1].[K+].C1N2CCOCCOCCN(CCOCCOCC2)CCOCCOC1.CS([O:33][CH2:34][C:35]1[CH:40]=[CH:39][C:38]([CH:41]=O)=[CH:37][CH:36]=1)(=O)=O>C(#N)C>[F:1][CH2:41][C:38]1[CH:39]=[CH:40][C:35]([CH:34]=[O:33])=[CH:36][CH:37]=1 |f:0.1|. Procedure details: KF (2.7 mg, 0.047 mmol) and kryptofix 222 (17.6 mg, 0.047 mmol) were dissolved in acetonitrile (1 ml) and added to (4-formylphenyl)methyl methanesulfonate (10 mg, 0.047 mmol) in acetonitrile (1 ml). The reaction mixture was heated to 65 degrees for 10 minutes. The crude product was purified using a silica short column and diethyl ether. (Analytical HPLC: column Phenomenex Luna 00B-4251-E0, solvents: A=water/0.1% TFA and B=CH3CN/0.1% TFA; gradient 5-50% B over 10 min; flow 2.0 ml/minute; retentio... The reactants are CC1=C(/C(/C2=CC=CC=C12)=C/C1=CC=C(C=C1)SC)CCN(C(=O)N)O ((Z)-N-{2-[3-Methyl-1-(4-methylthiobenzylidene)inden-2-yl]ethyl}-N-hydroxy urea), ClC=1C=C(C(=O)OO)C=CC1 (m-chloroperoxy benzoic acid). Solvent: ClCCl (dichloromethane), ClCCl (dichloromethane). Yields the product N(O)CCC=1/C(/C2=CC=CC=C2C1C)=C/C1=CC=C(C=C1)S(=O)C ((Z)-2-(2-hydroxaminoethyl)-3-methyl-1-(4-methylsulfinylbenzylidene)indene). Reaction SMILES: [CH3:1][C:2]1[C:10]2[C:5](=[CH:6][CH:7]=[CH:8][CH:9]=2)/[C:4](=[CH:11]\[C:12]2[CH:17]=[CH:16][C:15]([S:18][CH3:19])=[CH:14][CH:13]=2)/[C:3]=1[CH2:20][CH2:21][N:22]([OH:26])C(N)=O.ClC1C=C(C=CC=1)C(OO)=[O:32]>ClCCl>[NH:22]([CH2:21][CH2:20][C:3]1/[C:4](=[CH:11]/[C:12]2[CH:13]=[CH:14][C:15]([S:18]([CH3:19])=[O:32])=[CH:16][CH:17]=2)/[C:5]2[C:10]([C:2]=1[CH3:1])=[CH:9][CH:8]=[CH:7][CH:6]=2)[OH:26]. Procedure: To a solution of the hydroxylamine from Example 16, Step 6 (130 mg, 0.40 mmol) in dichloromethane (5 mL) at 0° C. was added in one portion 850% m-chloroperoxy benzoic acid (90 mg, 0.44 mmol, 1.1 eq.). After 45 minutes the reaction mixture was diluted with dichloromethane and washed successively with 1N aqueous sodium hydroxide, water, brine, dried over MgSO4 and evaporated to dryness. The residue was chromatographed on silica gel eluting with a 30:1 mixture of dichloromethane:methanol to yield t...